This data is from the Open Reaction Database (ORD), a public repository of structured organic reaction records. The task is: describe an organic reaction: reactants, conditions, products, and yield The product is CC(C)CC(c1ccc2c(cnn2-c2ccc(F)cc2)c1)C(C)(C)C(=O)O. Reactants: CO, CS(C)=O, COC(=O)C(C)(C)C(CC(C)C)c1ccc2c(cnn2-c2ccc(F)cc2)c1, [Na+], [OH-]. As a reaction SMILES: [CH3:31][OH:32].[CH3:33][S:34]([CH3:35])=[O:36].[F:1][c:2]1[cH:3][cH:4][c:5](-[n:8]2[n:9][cH:10][c:11]3[cH:12][c:13]([CH:17]([C:18]([C:19](=[O:20])[O:21][CH3:22])([CH3:23])[CH3:24])[CH2:25][CH:26]([CH3:27])[CH3:28])[cH:14][cH:15][c:16]23)[cH:6][cH:7]1.[Na+:30].[OH-:29]>>[F:1][c:2]1[cH:3][cH:4][c:5](-[n:8]2[n:9][cH:10][c:11]3[cH:12][c:13]([CH:17]([C:18]([C:19](=[O:20])[OH:21])([CH3:23])[CH3:24])[CH2:25][CH:26]([CH3:27])[CH3:28])[cH:14][cH:15][c:16]23)[cH:6][cH:7]1. Reactants: potassium tert. butylate, ClC(CC)C1=CC=C(C=C1)C1=C(C=CC=C1)F (1-chloro-1-(2'-fluoro-4-biphenylyl)propane), COC(CS)=O (thioglycolic acid methyl ester), FC1=C(C=CC=C1)C1=CC=C(C=C1)CCC(=O)CCC1=CC=C(C=C1)C1=C(C=CC=C1)F (2'-fluoro-4-biphenylylethylketone), [BH4-].[Na+] (sodium borohydride), OC(CC)C1=CC=C(C=C1)C1=C(C=CC=C1)F (1-hydroxy-1-(2'-fluoro-4-biphenylyl)-propane), Cl (hydrochloric acid), [K] (potassium). The solvent is O (water), C(C)(=O)OCC (ethyl acetate), CN(C=O)C (dimethylformamide), C1=CC=CC=C1 (benzene). The product is COC(CSC(CC)C1=CC=C(C=C1)C1=C(C=CC=C1)F)=O ([1-(2'-Fluoro-4-biphenylyl)-propylthio]-acetic acidmethyl ester). As a reaction SMILES: [CH3:1][O:2][C:3](=[O:6])[CH2:4][SH:5].[K].Cl[CH:9]([C:12]1[CH:17]=[CH:16][C:15]([C:18]2[CH:23]=[CH:22][CH:21]=[CH:20][C:19]=2[F:24])=[CH:14][CH:13]=1)[CH2:10][CH3:11].FC1C=CC=CC=1C1C=CC(CCC(CCC2C=CC(C3C=CC=CC=3F)=CC=2)=O)=CC=1.[BH4-].[Na+].OC(C1C=CC(C2C=CC=CC=2F)=CC=1)CC.Cl>CN(C)C=O.C1C=CC=CC=1.C(OCC)(=O)C.O>[CH3:1][O:2][C:3](=[O:6])[CH2:4][S:5][CH:9]([C:12]1[CH:17]=[CH:16][C:15]([C:18]2[CH:23]=[CH:22][CH:21]=[CH:20][C:19]=2[F:24])=[CH:14][CH:13]=1)[CH2:10][CH3:11] |f:4.5,^1:6|. Procedure: 101.5 gm (0.905 mol) of potassium tert. butylate, suspended in 500 ml of dimethylformamide, were admixed, while stirring and cooling under exclusion of air, with 96.0 gm (0.905 mol) of thioglycolic acid methyl ester. To the solution of the potassium salt, the mixture was admixed with 205.9 gm (0.822 mol) of 1-chloro-1-(2'-fluoro-4-biphenylyl)propane [prepared by reduction of 2'-fluoro-4-biphenylylethylketone with sodium borohydride and subsequent reaction of the obtained 1-hydroxy-1-(2'-fluoro-4... Starting materials: CC(C)(C)c1cc(C(C)(C)C)c(Br)c(C(C)(C)C)c1, COC(=O)CCNC(=O)c1ccc(C(CCCC(F)(F)F)Oc2ccc(B3OC(C)(C)C(C)(C)O3)cc2)cc1, Cc1ccccc1, [F-], [K+]. Product: COC(=O)CCNC(=O)c1ccc(C(CCCC(F)(F)F)Oc2c(C(C)(C)C)cc(C(C)(C)C)cc2C(C)(C)C)cc1. As a reaction SMILES: [Br:40][c:41]1[c:42]([C:55]([CH3:56])([CH3:57])[CH3:58])[cH:43][c:44]([C:51]([CH3:52])([CH3:53])[CH3:54])[cH:45][c:46]1[C:47]([CH3:48])([CH3:49])[CH3:50].[CH3:1][O:2][C:3]([CH2:4][CH2:5][NH:6][C:7]([c:8]1[cH:9][cH:10][c:11]([CH:14]([CH2:15][CH2:16][CH2:17][C:18]([F:19])([F:20])[F:21])[O:22][c:23]2[cH:24][cH:25][c:26]([B:27]3[O:28][C:29]([CH3:30])([CH3:31])[C:32]([CH3:33])([CH3:34])[O:35]3)[cH:36][cH:37]2)[cH:12][cH:13]1)=[O:38])=[O:39].[CH3:61][c:62]1[cH:63][cH:64][cH:65][cH:66][cH:67]1.[F-:59].[K+:60]>>[CH3:1][O:2][C:3]([CH2:4][CH2:5][NH:6][C:7]([c:8]1[cH:9][cH:10][c:11]([CH:14]([CH2:15][CH2:16][CH2:17][C:18]([F:19])([F:20])[F:21])[O:22][c:41]2[c:42]([C:55]([CH3:56])([CH3:57])[CH3:58])[cH:43][c:44]([C:51]([CH3:52])([CH3:53])[CH3:54])[cH:45][c:46]2[C:47]([CH3:48])([CH3:49])[CH3:50])[cH:12][cH:13]1)=[O:38])=[O:39]. The reactants are O=Cc1ccc(Br)o1, CC(=O)O[BH-](OC(C)=O)OC(C)=O, O=C([O-])O, C1CCOC1, C1COCCN1, CC(=O)O, [Na+], [Na+]. The product is Brc1ccc(CN2CCOCC2)o1. As a reaction SMILES: [Br:1][c:2]1[cH:3][cH:4][c:5]([CH:7]=[O:8])[o:6]1.[C:15]([O:16][BH-:17]([O:18][C:19](=[O:20])[CH3:21])[O:22][C:23](=[O:24])[CH3:25])(=[O:26])[CH3:27].[C:29](=[O:30])([OH:31])[O-:32].[CH2:34]1[O:35][CH2:36][CH2:37][CH2:38]1.[CH2:9]1[CH2:10][O:11][CH2:12][CH2:13][NH:14]1.[CH3:39][C:40](=[O:41])[OH:42].[Na+:28].[Na+:33]>>[Br:1][c:2]1[cH:3][cH:4][c:5]([CH2:7][N:14]2[CH2:9][CH2:10][O:11][CH2:12][CH2:13]2)[o:6]1.